Dataset: the Open Reaction Database (ORD), a public repository of structured organic reaction records. Task: describe an organic reaction: reactants, conditions, products, and yield Starting materials: Oc1ccc(F)cc1, CCOC(=O)N=NC(=O)OCC, C1CCOC1, OCCCc1cn(C(c2ccccc2)(c2ccccc2)c2ccccc2)cn1, c1ccc(P(c2ccccc2)c2ccccc2)cc1. Yields the product Fc1ccc(OCCCc2cn(C(c3ccccc3)(c3ccccc3)c3ccccc3)cn2)cc1. Reaction SMILES: [F:1][c:2]1[cH:3][cH:4][c:5]([OH:8])[cH:6][cH:7]1.[O:56]=[C:57]([O:58][CH2:59][CH3:60])[N:61]=[N:62][C:63]([O:64][CH2:65][CH3:66])=[O:67].[O:68]1[CH2:69][CH2:70][CH2:71][CH2:72]1.[c:28]1([C:34]([n:35]2[cH:36][n:37][c:38]([CH2:40][CH2:41][CH2:42][OH:43])[cH:39]2)([c:44]2[cH:45][cH:46][cH:47][cH:48][cH:49]2)[c:50]2[cH:51][cH:52][cH:53][cH:54][cH:55]2)[cH:29][cH:30][cH:31][cH:32][cH:33]1.[c:9]1([P:10]([c:11]2[cH:12][cH:13][cH:14][cH:15][cH:16]2)[c:17]2[cH:18][cH:19][cH:20][cH:21][cH:22]2)[cH:23][cH:24][cH:25][cH:26][cH:27]1>>[F:1][c:2]1[cH:3][cH:4][c:5]([O:8][CH2:42][CH2:41][CH2:40][c:38]2[n:37][cH:36][n:35]([C:34]([c:28]3[cH:29][cH:30][cH:31][cH:32][cH:33]3)([c:44]3[cH:45][cH:46][cH:47][cH:48][cH:49]3)[c:50]3[cH:51][cH:52][cH:53][cH:54][cH:55]3)[cH:39]2)[cH:6][cH:7]1. The reactants are aqueous solution, ClC[C@H](N)C(=O)O (β-chloroalanine), aqueous solution, [OH-].[Na+] (sodium hydroxide), C(C1=CC=CC=C1)OC(=O)Cl (benzyloxycarbonyl chloride). Reaction conditions: temperature 5 celsius, time 3 hour. The product is C(C1=CC=CC=C1)OC(=O)N[C@@H](CCl)C(=O)O (N-benzyloxycarbonyl-β-chloroalanine). Yield: 99.6%. Reaction SMILES: [Cl:1][CH2:2][C@@H:3]([C:5]([OH:7])=[O:6])[NH2:4].[CH2:8]([O:15][C:16](Cl)=[O:17])[C:9]1[CH:14]=[CH:13][CH:12]=[CH:11][CH:10]=1.[OH-].[Na+]>>[CH2:8]([O:15][C:16]([NH:4][C@H:3]([C:5]([OH:7])=[O:6])[CH2:2][Cl:1])=[O:17])[C:9]1[CH:14]=[CH:13][CH:12]=[CH:11][CH:10]=1 |f:2.3|. Reported procedure: To 86.19 g of an aqueous solution containing 7.47 g of β-chloroalanine was added 11.35 g of benzyloxycarbonyl chloride (1.1 moles per mole of β-chloroalanine) dropwise over 1 hour under constant stirring at about 5° C., with the reaction system being maintained at pH 9.7 with a 30% aqueous solution of sodium hydroxide. The reaction was further continued for 3 hours, at the end of which time the reaction mixture was washed with 50 ml of toluene. This washed reaction mixture, 89.53 g, contained 15... Starting materials: C1CCOC1, Cl, [Na+], O=C([O-])O, Cc1nc2ncccc2cc1C(=O)NCc1ccc(C2CCC3(CC2)OCCO3)cc1. The product is Cc1nc2ncccc2cc1C(=O)NCc1ccc(C2CCC(=O)CC2)cc1. As a reaction SMILES: [CH2:33]1[O:34][CH2:35][CH2:36][CH2:37]1.[ClH:32].[Na+:42].[O-:38][C:39]([OH:40])=[O:41].[O:1]1[CH2:3][CH2:2][O:4][C:5]12[CH2:6][CH2:7][CH:8]([c:11]1[cH:12][cH:13][c:14]([CH2:15][NH:16][C:17](=[O:18])[c:19]3[c:20]([CH3:29])[n:21][c:22]4[n:23][cH:24][cH:25][cH:26][c:27]4[cH:28]3)[cH:30][cH:31]1)[CH2:9][CH2:10]2>>[O:4]=[C:5]1[CH2:6][CH2:7][CH:8]([c:11]2[cH:12][cH:13][c:14]([CH2:15][NH:16][C:17](=[O:18])[c:19]3[c:20]([CH3:29])[n:21][c:22]4[n:23][cH:24][cH:25][cH:26][c:27]4[cH:28]3)[cH:30][cH:31]2)[CH2:9][CH2:10]1. Starting materials: FC1=CC=C(C=C1)NC=1C(=CC=C(C1)OC)N (N2-(4-fluorophenyl)-4-methoxybenzene-1,2-diamine), S1C=C(C=C1)C=O (thiophene-3-aldehyde), O (water), C(C)(=O)OCC (ethyl acetate). Run in C(C)O (ethanol), OS(=O)[O-].[Na+] (NaHSO3). Reaction conditions: time 4 hour. Yields the product COC=1C=CC2=C(N(C(=N2)C2=CSC=C2)C2=CC=C(C=C2)F)C1 (6-methoxy-1-(4-fluorophenyl)-2-(3-thienyl)-1H-benzimidazole). Isolated yield 86.4%. Reaction SMILES: [S:1]1[CH:5]=[CH:4][C:3]([CH:6]=O)=[CH:2]1.[F:8][C:9]1[CH:14]=[CH:13][C:12]([NH:15][C:16]2[C:17]([NH2:24])=[CH:18][CH:19]=[C:20]([O:22][CH3:23])[CH:21]=2)=[CH:11][CH:10]=1.O.C(OCC)(=O)C>OS([O-])=O.[Na+].C(O)C>[CH3:23][O:22][C:20]1[CH:19]=[CH:18][C:17]2[N:24]=[C:6]([C:3]3[CH:4]=[CH:5][S:1][CH:2]=3)[N:15]([C:12]3[CH:13]=[CH:14][C:9]([F:8])=[CH:10][CH:11]=3)[C:16]=2[CH:21]=1 |f:4.5|. Procedure details: 7.48 g of thiophene-3-aldehyde was stirred in 65 ml of 40% NaHSO3 solution for two hours. After 15 g of N2-(4-fluorophenyl)-4-methoxybenzene-1,2-diamine in 50 ml of ethanol was added, it was boiled for 4 hours, and stirring was continued overnight. The batch was dispersed between water and ethyl acetate, and the organic phase was washed with water. After drying on sodium sulfate and concentration by evaporation of the filtrate, 18.1 g of crude 6-methoxy-1-(4-fluorophenyl)-2-(3-thienyl)-1H-benzim... Reactants: COC(C(C)OC1=C2C(=C(C(=NC2=C(C=C1)Cl)OC(F)F)CC1=CC=C(C=C1)Cl)C)=O (2-[8-chloro-3-(4-chlorobenzyl)-2-difluoromethoxy-4-methylquinolin-5-yloxy]propionic acid methyl ester), [OH-].[Li+] (lithium hydroxide), P(=O)(O)(O)[O-].[Na+] (sodium dihydrogenphosphate). The solvent is O1CCCC1 (tetrahydrofuran). Conditions: time 3 hour. Product: ClC=1C=CC(=C2C(=C(C(=NC12)OC(F)F)CC1=CC=C(C=C1)Cl)C)OC(C(=O)O)C (2-[8-chloro-3-(4-chlorobenzyl)-2-difluoromethoxy-4-methylquinolin-5-yloxy]propionic Acid). As a reaction SMILES: C[O:2][C:3](=[O:31])[CH:4]([O:6][C:7]1[CH:16]=[CH:15][C:14]([Cl:17])=[C:13]2[C:8]=1[C:9]([CH3:30])=[C:10]([CH2:22][C:23]1[CH:28]=[CH:27][C:26]([Cl:29])=[CH:25][CH:24]=1)[C:11]([O:18][CH:19]([F:21])[F:20])=[N:12]2)[CH3:5].[OH-].[Li+].P([O-])(O)(O)=O.[Na+]>O1CCCC1>[Cl:17][C:14]1[CH:15]=[CH:16][C:7]([O:6][CH:4]([CH3:5])[C:3]([OH:31])=[O:2])=[C:8]2[C:13]=1[N:12]=[C:11]([O:18][CH:19]([F:20])[F:21])[C:10]([CH2:22][C:23]1[CH:24]=[CH:25][C:26]([Cl:29])=[CH:27][CH:28]=1)=[C:9]2[CH3:30] |f:1.2,3.4|. Reported procedure: A mixture of 2-[8-chloro-3-(4-chlorobenzyl)-2-difluoromethoxy-4-methylquinolin-5-yloxy]propionic acid methyl ester (0.22 g), tetrahydrofuran (3.0 mL) and 1.0 M aqueous lithium hydroxide solution (1.0 mL) was stirred at room temperature for 3 hours. The mixture was acidified by the addition of sodium dihydrogenphosphate, concentrated under reduced pressure and the residue extracted with ethyl acetate. The combined extracts were washed with saturated aqueous sodium chloride solution, dried over ma... Reported procedure: According to the same procedure described in example 225, using 4-amino-6-ethoxypicolinic acid (prepared according to the reported preparation in J. Med. Chem. 2006, 49(15), 4455-4458), instead of 4-amino-5-cyano-6-ethoxypicolinic acid, and the compound prepared in Example 9 instead of tert-butyl 4-(aminomethyl)piperidine-1-carboxylate, the title compound having the following physical data was obtained. The reactants are NC1=CC(=NC(=C1)OCC)C(=O)O (4-amino-6-ethoxypicolinic acid), NC1=CC(=NC(=C1C#N)OCC)C(=O)O (4-amino-5-cyano-6-ethoxypicolinic acid), C1(=CC=CC=C1)C1=NOC(=C1)CN1CCC(CC1)CN (1-{1-[(3-phenyl-5-isoxazolyl)methyl]-4-piperidinyl}methanamine). The product is NC1=CC(=NC(=C1)OCC)C(=O)NCC1CCN(CC1)CC1=CC(=NO1)C1=CC=CC=C1 (4-Amino-6-ethoxy-N-((1-((3-phenylisoxazol-5-yl)methyl)piperidin-4-yl)methyl)picolinamide). Reaction SMILES: [NH2:1][C:2]1[CH:7]=[C:6]([O:8][CH2:9][CH3:10])[N:5]=[C:4]([C:11]([OH:13])=O)[CH:3]=1.NC1C(C#N)=C(OCC)N=C(C(O)=O)C=1.[C:29]1([C:35]2[CH:39]=[C:38]([CH2:40][N:41]3[CH2:46][CH2:45][CH:44]([CH2:47][NH2:48])[CH2:43][CH2:42]3)[O:37][N:36]=2)[CH:34]=[CH:33][CH:32]=[CH:31][CH:30]=1>>[NH2:1][C:2]1[CH:7]=[C:6]([O:8][CH2:9][CH3:10])[N:5]=[C:4]([C:11]([NH:48][CH2:47][CH:44]2[CH2:43][CH2:42][N:41]([CH2:40][C:38]3[O:37][N:36]=[C:35]([C:29]4[CH:34]=[CH:33][CH:32]=[CH:31][CH:30]=4)[CH:39]=3)[CH2:46][CH2:45]2)=[O:13])[CH:3]=1. The reactants are O=C([O-])[O-], O=C(c1ccccc1)N1CCOC(CCOS(=O)(=O)c2ccccc2)(c2ccc(F)c(F)c2)C1, CC#N, Cl, [K+], [K+], O, CC(C)(C)OC(=O)NC1(c2ccccc2)CCNCC1. The product is CC(C)(C)OC(=O)NC1(c2ccccc2)CCN(CCC2(c3ccc(F)c(F)c3)CN(C(=O)c3ccccc3)CCO2)CC1. RXN SMILES: [C:1](=[O:2])([O-:3])[O-:4].[C:28]([c:29]1[cH:30][cH:31][cH:32][cH:33][cH:34]1)(=[O:35])[N:36]1[CH2:37][C:38]([CH2:42][CH2:43][O:44][S:45]([c:46]2[cH:47][cH:48][cH:49][cH:50][cH:51]2)(=[O:52])=[O:53])([c:54]2[cH:55][c:56]([F:61])[c:57]([F:60])[cH:58][cH:59]2)[O:39][CH2:40][CH2:41]1.[CH3:63][C:64]#[N:65].[ClH:7].[K+:5].[K+:6].[OH2:62].[c:8]1([C:14]2([NH:20][C:21]([O:22][C:23]([CH3:24])([CH3:25])[CH3:26])=[O:27])[CH2:15][CH2:16][NH:17][CH2:18][CH2:19]2)[cH:9][cH:10][cH:11][cH:12][cH:13]1>>[c:8]1([C:14]2([NH:20][C:21]([O:22][C:23]([CH3:24])([CH3:25])[CH3:26])=[O:27])[CH2:15][CH2:16][N:17]([CH2:43][CH2:42][C:38]3([c:54]4[cH:55][c:56]([F:61])[c:57]([F:60])[cH:58][cH:59]4)[CH2:37][N:36]([C:28]([c:29]4[cH:30][cH:31][cH:32][cH:33][cH:34]4)=[O:35])[CH2:41][CH2:40][O:39]3)[CH2:18][CH2:19]2)[cH:9][cH:10][cH:11][cH:12][cH:13]1.